Dataset: the Open Reaction Database (ORD), a public repository of structured organic reaction records. Task: describe an organic reaction: reactants, conditions, products, and yield The reactants are C=CCOC(=O)OC, Cc1cccc(C)c1O, c1ccc(P(c2ccccc2)c2ccccc2)cc1. Yields the product C=CCOc1c(C)cccc1C. As a reaction SMILES: [C:10](=[O:11])([O:15][CH3:16])[O:17][CH2:12][CH:13]=[CH2:14].[CH3:1][c:2]1[c:3]([OH:9])[c:4]([CH3:8])[cH:5][cH:6][cH:7]1.[c:18]1([P:19]([c:20]2[cH:21][cH:22][cH:23][cH:24][cH:25]2)[c:26]2[cH:27][cH:28][cH:29][cH:30][cH:31]2)[cH:32][cH:33][cH:34][cH:35][cH:36]1>>[CH3:1][c:2]1[c:3]([O:9][CH2:14][CH:13]=[CH2:12])[c:4]([CH3:8])[cH:5][cH:6][cH:7]1. The reactants are FC(C1=NC2=C(N1C1=NC(=NC(=N1)N1CCOCC1)N1CCNCC1)C=CC=C2OC)F (2-(difluoromethyl)-4-methoxy-1-[4-(4-morpholinyl)-6-(1-piperazinyl)-1,3,5-triazin-2-yl]-1H-benzimidazole), Cl.Cl.N1(CCNCC1)S(=O)(=O)CCCN1CCOCC1 (4-[3-(1-piperazinylsulfonyl)propyl]morpholine dihydrochloride), CCN(C(C)C)C(C)C (DIPEA). Run in C1CCOC1 (THF). Conditions: time 17 hour. Product: FC(C1=NC2=C(N1C1=NC(=NC(=N1)N1CCOCC1)N1CCN(CC1)S(=O)(=O)CCCN1CCOCC1)C=CC=C2OC)F (2-(difluoromethyl)-4-methoxy-1-[4-(4-morpholinyl)-6-(4-{[3-(4-morpholinyl)propyl]sulfonyl}-1-piperazinyl)-1,3,5-triazin-2-yl]-1H-benzimidazole). Yield: 78.0%. As a reaction SMILES: [F:1][CH:2]([F:32])[C:3]1[N:7]([C:8]2[N:13]=[C:12]([N:14]3[CH2:19][CH2:18][O:17][CH2:16][CH2:15]3)[N:11]=[C:10]([N:20]3[CH2:25][CH2:24][NH:23][CH2:22][CH2:21]3)[N:9]=2)[C:6]2[CH:26]=[CH:27][CH:28]=[C:29]([O:30][CH3:31])[C:5]=2[N:4]=1.Cl.Cl.N1([S:41]([CH2:44][CH2:45][CH2:46][N:47]2[CH2:52][CH2:51][O:50][CH2:49][CH2:48]2)(=[O:43])=[O:42])CCNCC1.CCN(C(C)C)C(C)C>C1COCC1>[F:32][CH:2]([F:1])[C:3]1[N:7]([C:8]2[N:13]=[C:12]([N:14]3[CH2:15][CH2:16][O:17][CH2:18][CH2:19]3)[N:11]=[C:10]([N:20]3[CH2:25][CH2:24][N:23]([S:41]([CH2:44][CH2:45][CH2:46][N:47]4[CH2:52][CH2:51][O:50][CH2:49][CH2:48]4)(=[O:43])=[O:42])[CH2:22][CH2:21]3)[N:9]=2)[C:6]2[CH:26]=[CH:27][CH:28]=[C:29]([O:30][CH3:31])[C:5]=2[N:4]=1 |f:1.2.3|. Procedure details: A mixture of 2-(difluoromethyl)-4-methoxy-1-[4-(4-morpholinyl)-6-(1-piperazinyl)-1,3,5-triazin-2-yl]-1H-benzimidazole (Example 2) (150 mg, 0.378 mmol), 4-[3-(1-piperazinylsulfonyl)propyl]morpholine dihydrochloride (WO 2006/046040) (172 mg, 0.491 mmol) and DIPEA (0.40 mL, 2.27 mmol) in THF was stirred at room temperature for 17 hrs. The solvent was removed under vacuum, and the residue was diluted with water and extracted with CH2Cl2. The CH2Cl2 was dried (Na2SO4) and removed under vacuum. Chroma... The reactants are [N+](#[C-])CC(=O)OCC (ethyl isocyanoacetate), C(=S)OCC (ethyl thioformate), [C-]#N.[Na+] (sodium cyanide). Solvent: C(C)O (ethanol), C(C)O (ethanol). Run at temperature 50 celsius. Yields the product C(C)OC(=O)C=1N=CSC1 (4-ethoxycarbonyl thiazole). Yield: 92.0%. RXN SMILES: [N+:1]([CH2:3][C:4]([O:6][CH2:7][CH3:8])=[O:5])#[C-:2].[CH:9](OCC)=[S:10].[C-]#N.[Na+]>C(O)C>[CH2:7]([O:6][C:4]([C:3]1[N:1]=[CH:2][S:10][CH:9]=1)=[O:5])[CH3:8] |f:2.3|. Procedure details: A solution of 4.52 g. (0.04 m) of ethyl isocyanoacetate and 3.60 g. (0.04 m) of ethyl thioformate in 15 ml. of absolute ethanol is added dropwise with vigorous stirring to a suspension of 0.25 g. of sodium cyanide in 10 ml. ethanol at 15° C. An exotherm developes during the addition and is moderated with ice-bath cooling. The reaction mixture is warmed at 50° C. for 30 minutes. The solvent is then removed in vacuo and the resulting residue extracted with several portions of hot hexane to give a ... Procedure details: tert-Butyl ((5-(2-fluorophenyl)-1-((3-(2-((3-hydroxypropyl)amino)-2-oxoethoxy)phenyl)sulfonyl)-1H-pyrrol-3-yl)methyl)(methyl)carbamate 11a (99 mg, 0.17 mmol) was dissolved in 5 mL of dichloromethane, and the reaction solution was cooled in an ice bath, followed by dropwise addition of a solution of hydrogen chloride in 1,4-dioxane (4 N, 2 mL), and then the reaction solution was stirred for 3 h. The pH of the reaction solution was adjusted to 7 to 8 with the saturated sodium bicarbonate solution,... Run in ClCCl (dichloromethane). Conditions: time 3 hour. RXN SMILES: [F:1][C:2]1[CH:7]=[CH:6][CH:5]=[CH:4][C:3]=1[C:8]1[N:12]([S:13]([C:16]2[CH:21]=[CH:20][CH:19]=[C:18]([O:22][CH2:23][C:24]([NH:26][CH2:27][CH2:28][CH2:29][OH:30])=[O:25])[CH:17]=2)(=[O:15])=[O:14])[CH:11]=[C:10]([CH2:31][N:32](C)[C:33](=O)OC(C)(C)C)[CH:9]=1.Cl.[C:42](=O)(O)[O-].[Na+].[O:47]1[CH2:52][CH2:51]OCC1>ClCCl>[F:1][C:2]1[CH:7]=[CH:6][CH:5]=[CH:4][C:3]=1[C:8]1[N:12]([S:13]([C:16]2[CH:17]=[C:18]([CH:19]=[CH:20][CH:21]=2)[O:22][CH2:23][C:24]([NH:26][C:27]2[CH:28]=[CH:29][CH:42]=[C:52]([OH:47])[CH:51]=2)=[O:25])(=[O:15])=[O:14])[CH:11]=[C:10]([CH2:31][NH:32][CH3:33])[CH:9]=1.[F:1][C:2]1[CH:7]=[CH:6][CH:5]=[CH:4][C:3]=1[C:8]1[N:12]([S:13]([C:16]2[CH:17]=[C:18]([CH:19]=[CH:20][CH:21]=2)[O:22][CH2:23][C:24]([NH:26][CH2:27][CH2:28][CH2:29][OH:30])=[O:25])(=[O:14])=[O:15])[CH:11]=[C:10]([CH2:31][NH:32][CH3:33])[CH:9]=1 |f:2.3|. Yields the product FC1=C(C=CC=C1)C=1N(C=C(C1)CNC)S(=O)(=O)C=1C=C(OCC(=O)NC2=CC(=CC=C2)O)C=CC1 (2-(3-((2-(2-Fluorophenyl)-4-((methylamino)methyl)-1H-pyrrol-1-yl)sulfonyl)phenoxy)-N-(3-hydroxyphenyl)acetamide), FC1=C(C=CC=C1)C=1N(C=C(C1)CNC)S(=O)(=O)C=1C=C(OCC(=O)NCCCO)C=CC1 (2-(3-((2-(2-fluorophenyl)-4-((methylamino)methyl)-1H-pyrrol-1-yl)sulfonyl)phenoxy)-N-(3-hydroxypropyl)acetamide). The reactants are FC1=C(C=CC=C1)C1=CC(=CN1S(=O)(=O)C1=CC(=CC=C1)OCC(=O)NCCCO)CN(C(OC(C)(C)C)=O)C (tert-butyl ((5-(2-fluorophenyl)-1-((3-(2-((3-hydroxypropyl)amino)-2-oxoethoxy)phenyl)sulfonyl)-1H-pyrrol-3-yl)methyl)(methyl)carbamate), C([O-])(O)=O.[Na+] (sodium bicarbonate), Cl (hydrogen chloride), O1CCOCC1 (1,4-dioxane). Starting materials: CCOC(=O)/N=N/C(=O)OCC (diethylazodicarboxylate), OC1=C(C(N(C(=C1)C)CC(=O)OC)=O)[N+](=O)[O-] (methyl 4-hydroxy-6-methyl-3-nitro-2-oxo-1,2-dihydropyridine-1-acetate), C(C)(C)O (isopropanol), C1(=CC=CC=C1)P(C1=CC=CC=C1)C1=CC=CC=C1 (triphenylphosphine). Solvent: C1=CC=CC=C1 (benzene). Run at time 48 hour. The product is CC1=CC(=C(C(N1CC(=O)OC)=O)[N+](=O)[O-])OC(C)C (Methyl 6-methyl-4-(1-methylethoxy)-3-nitro-2-oxo-1,2-dihydropyridine-1-acetate). As a reaction SMILES: [C:1]1(P(C2C=CC=CC=2)C2C=CC=CC=2)[CH:6]=CC=C[CH:2]=1.[OH:20][C:21]1[CH:26]=[C:25]([CH3:27])[N:24]([CH2:28][C:29]([O:31][CH3:32])=[O:30])[C:23](=[O:33])[C:22]=1[N+:34]([O-:36])=[O:35].C(O)(C)C.CCOC(/N=N/C(OCC)=O)=O>C1C=CC=CC=1>[CH3:27][C:25]1[N:24]([CH2:28][C:29]([O:31][CH3:32])=[O:30])[C:23](=[O:33])[C:22]([N+:34]([O-:36])=[O:35])=[C:21]([O:20][CH:1]([CH3:6])[CH3:2])[CH:26]=1. Procedure: A solution of 11.38 g (43.4 mmol) of triphenylphosphine in 80 ml of benzene is cooled to 0° C. and 10 g (41.3 mmol) of methyl 4-hydroxy-6-methyl-3-nitro-2-oxo-1,2-dihydropyridine-1-acetate and 3.30 ml (43.37 mmol) of isopropanol are added. 6.83 ml (43.4 mmol) of diethylazodicarboxylate are then added dropwise and the mixture is left stirred for 48 hours. The reaction medium is washed successively with 50 ml of a saturated sodium hydrogen carbonate solution, 50 ml of water and 50 ml of a saturate... Starting materials: C(C)(C)C=1N=C(SC1)CCC1=C(C=2N(C(C(=C(N2)N2CCOCC2)/C=C/C(=O)OC(C)(C)C)=O)C=C1)OC (tert-butyl (E)-3-{8-[2-(4-isopropyl-1,3-thiazol-2-yl)ethyl]-4-oxo-9-methoxy-2-morpholino-4H-pyrido[1,2-a]pyrimidin-3-yl}-2-propenoate), C(C)(C)C=1N=C(SC1)CCC1=C(C=2N(C(C(=C(N2)N2CCOCC2)/C=C/C(=O)OC(C)(C)C)=O)C=C1)OC (tert-Butyl (E)-3-{8-[2-(4-isopropyl-1,3-thiazol-2-yl)ethyl]-4-oxo-9-methoxy-2-morpholino-4H-pyrido[1,2-a]pyrimidin-3-yl}-2-propenoate). Solvent: FC(C(=O)O)(F)F (trifluoroacetic acid). Conditions: time 30 minute. Product: C(C)(C)C=1N=C(SC1)CCC1=C(C=2N(C(C(=C(N2)N2CCOCC2)/C=C/C(=O)O)=O)C=C1)OC ((E)-3-{8-[2-(4-Isopropyl-1,3-thiazol-2-yl)ethyl]-4-oxo-9-methoxy-2-morpholino-4H-pyrido[1,2-a]pyrimidin-3-yl}-2-propenoic acid). The yield is 96.1%. As a reaction SMILES: [CH:1]([C:4]1[N:5]=[C:6]([CH2:9][CH2:10][C:11]2[CH:36]=[CH:35][N:14]3[C:15](=[O:34])[C:16](/[CH:25]=[CH:26]/[C:27]([O:29]C(C)(C)C)=[O:28])=[C:17]([N:19]4[CH2:24][CH2:23][O:22][CH2:21][CH2:20]4)[N:18]=[C:13]3[C:12]=2[O:37][CH3:38])[S:7][CH:8]=1)([CH3:3])[CH3:2]>FC(F)(F)C(O)=O>[CH:1]([C:4]1[N:5]=[C:6]([CH2:9][CH2:10][C:11]2[CH:36]=[CH:35][N:14]3[C:15](=[O:34])[C:16](/[CH:25]=[CH:26]/[C:27]([OH:29])=[O:28])=[C:17]([N:19]4[CH2:20][CH2:21][O:22][CH2:23][CH2:24]4)[N:18]=[C:13]3[C:12]=2[O:37][CH3:38])[S:7][CH:8]=1)([CH3:3])[CH3:2]. Reported procedure: The tert-butyl (E)-3-{8-[2-(4-isopropyl-1,3-thiazol-2-yl)ethyl]-4-oxo-9-methoxy-2-morpholino-4H-pyrido[1,2-a]pyrimidin-3-yl}-2-propenoate (209 mg) obtained in (I) was dissolved in trifluoroacetic acid (2 ml) and stirred at room temperature for 30 minutes. The solvent was evaporated under reduced pressure to obtain the title compound (180 mg) as yellow powder. Reactants: O (water), solution, Br (HBr), ClC1=C(C=CC(=C1)Cl)C(C)O (2,4-dichloro-1-(1-hydroxyethyl)benzene). Solvent: CC(=O)O (AcOH). Run at temperature 0 celsius, time 30 minute. Yields the product BrC(C)C1=C(C=C(C=C1)Cl)Cl (1-(1-Bromoethyl)-2,4-dichlorobenzene). Reaction SMILES: [BrH:1].[Cl:2][C:3]1[CH:8]=[C:7]([Cl:9])[CH:6]=[CH:5][C:4]=1[CH:10](O)[CH3:11].O>CC(O)=O>[Br:1][CH:10]([C:4]1[CH:5]=[CH:6][C:7]([Cl:9])=[CH:8][C:3]=1[Cl:2])[CH3:11]. Reported procedure: 15 ml of a 33% solution of HBr in AcOH are cooled to 0° C., 2 ml of 2,4-dichloro-1-(1-hydroxyethyl)benzene are added dropwise and the reaction mixture is stirred for 30 minutes at 0° C. and then for 3 hours at RT. It is poured into iced water and extracted with AcOEt, the organic phase is washed with saturated aqueous NaHCO3 solution, with water and with saturated NaCl solution and dried over MgSO4 and the solvent is evaporated off under vacuum to give 3.4 g of the expected product. Reactants: COC=1C=C2C=CNC2=CC1 (5-methoxyindole), C([O-])([O-])=O.[K+].[K+] (potassium carbonate), C(OC)(OC)=O (dimethyl carbonate). Solvent: CN(C=O)C (N,N-dimethylformamide). Run at temperature 130 celsius, time 5 hour. Product: COC=1C=C2C=CN(C2=CC1)C (5-methoxy-1-methylindole). Isolated yield 183.0%. Reaction SMILES: [CH3:1][O:2][C:3]1[CH:4]=[C:5]2[C:9](=[CH:10][CH:11]=1)[NH:8][CH:7]=[CH:6]2.[C:12](=O)([O-])[O-].[K+].[K+].C(=O)(OC)OC>CN(C)C=O>[CH3:1][O:2][C:3]1[CH:4]=[C:5]2[C:9](=[CH:10][CH:11]=1)[N:8]([CH3:12])[CH:7]=[CH:6]2 |f:1.2.3|. Procedure: A mixture of 5-methoxyindole (1 g, 6.79 mmol), potassium carbonate (0.5 g), N,N-dimethylformamide (10 mL) and dimethyl carbonate (1.7 mL, 20 mmol) was stirred and heated to reflux (˜130° C.). The progress of the reaction was monitored by HPLC. Within 5 h, the starting indole had been consumed and after the mixture was cooled to ˜3° C., it was treated with ice cold water (30 mL). The formed precipitate was filtered off, then was washed in turn with water (2×30 mL) and hexanes (30 mL). The colorle... The reactants are [H-].[Na+] (NaH), CC(C)OC1=C(C=CC=C1)N1CCN(CC1)CC=1C=C(CCl)C=CC1 (3-[[1-[2-(1-methylethoxy)phenyl]-4-piperazinyl]methyl]benzyl chloride), N1C(CCCC1=O)=O (2,6-piperidinedione). Solvent: CN(C)C=O (DMF), CN(C)C=O (DMF). Conditions: temperature 0 celsius, time 8 hour. Yields the product CC(C)OC1=C(C=CC=C1)N1CCN(CC1)CC=1C=C(C=CC1)CN1C(CCCC1=O)=O (1-[[3-[[1-[2-(1-methylethoxy)phenyl]- 4-piperazinyl]methyl]phenyl]methyl]-piperidine-2,6-dione). As a reaction SMILES: [H-].[Na+].[NH:3]1[C:8](=[O:9])[CH2:7][CH2:6][CH2:5][C:4]1=[O:10].[CH3:11][CH:12]([O:14][C:15]1[CH:20]=[CH:19][CH:18]=[CH:17][C:16]=1[N:21]1[CH2:26][CH2:25][N:24]([CH2:27][C:28]2[CH:29]=[C:30]([CH:33]=[CH:34][CH:35]=2)[CH2:31]Cl)[CH2:23][CH2:22]1)[CH3:13]>CN(C=O)C>[CH3:13][CH:12]([O:14][C:15]1[CH:20]=[CH:19][CH:18]=[CH:17][C:16]=1[N:21]1[CH2:26][CH2:25][N:24]([CH2:27][C:28]2[CH:29]=[C:30]([CH2:31][N:3]3[C:8](=[O:9])[CH2:7][CH2:6][CH2:5][C:4]3=[O:10])[CH:33]=[CH:34][CH:35]=2)[CH2:23][CH2:22]1)[CH3:11] |f:0.1|. Procedure details: A mixture of NaH (0.224 g, 7.48 mmol) and DMF (10 mL) was treated slowly with 2,6-piperidinedione (0.846 g, 7.48 mmol) at room temperature. After the addition was complete, the mixture was cooled to 0° C. and a solution of 3-[3-[[1-[2-(1-methylethoxy)phenyl]-4-piperazinyl]methyl]benzyl chloride (2.46 g, 7.12 mmol) and DMF (10 mL) was added dropwise. The cooling bath was removed and the reaction was stirred at room temperature overnight. A small portion of water was added and the reaction was con... As a reaction SMILES: [CH3:1][NH:2][C:3]([c:4]1[cH:5][c:6]([O:10][c:11]2[cH:12][c:13]3[c:14]([n:15][c:16]([S:18]([CH3:19])=[O:20])[o:17]3)[cH:21][cH:22]2)[cH:7][cH:8][n:9]1)=[O:23].[CH3:42][N:43]1[CH2:44][CH2:45][CH2:46][C:47]1=[O:48].[CH:33]([N:34]([CH2:35][CH3:36])[CH:37]([CH3:38])[CH3:39])([CH3:40])[CH3:41].[ClH:24].[NH2:25][CH:26]1[CH:27]([OH:32])[CH2:28][CH2:29][CH2:30][CH2:31]1>>[CH3:1][NH:2][C:3]([c:4]1[cH:5][c:6]([O:10][c:11]2[cH:12][c:13]3[c:14]([n:15][c:16]([NH:25][CH:26]4[CH:27]([OH:32])[CH2:28][CH2:29][CH2:30][CH2:31]4)[o:17]3)[cH:21][cH:22]2)[cH:7][cH:8][n:9]1)=[O:23]. Product: CNC(=O)c1cc(Oc2ccc3nc(NC4CCCCC4O)oc3c2)ccn1. Reactants: CNC(=O)c1cc(Oc2ccc3nc(S(C)=O)oc3c2)ccn1, CN1CCCC1=O, CCN(C(C)C)C(C)C, Cl, NC1CCCCC1O.